This data is from the Open Reaction Database (ORD), a public repository of structured organic reaction records. The task is: describe an organic reaction: reactants, conditions, products, and yield Reactants: ClN1C(CCC1=O)=O (N-chlorosuccinimide), COC1=CC=C(C=C1)C=1SC=CC1C1=CC=C(C=C1)OC (2,3-bis(4-methoxyphenyl)thiophene). The solvent is C(Cl)Cl (methylene chloride), C(Cl)Cl (methylene chloride), C(C)(=O)O (acetic acid). Run at time 45 minute. Yields the product ClC1=CC(=C(S1)C1=CC=C(C=C1)OC)C1=CC=C(C=C1)OC (5-Chloro-2,3-bis(4-methoxyphenyl)thiophene). As a reaction SMILES: [Cl:1]N1C(=O)CCC1=O.[CH3:9][O:10][C:11]1[CH:16]=[CH:15][C:14]([C:17]2[S:18][CH:19]=[CH:20][C:21]=2[C:22]2[CH:27]=[CH:26][C:25]([O:28][CH3:29])=[CH:24][CH:23]=2)=[CH:13][CH:12]=1>C(Cl)Cl.C(O)(=O)C>[Cl:1][C:19]1[S:18][C:17]([C:14]2[CH:13]=[CH:12][C:11]([O:10][CH3:9])=[CH:16][CH:15]=2)=[C:21]([C:22]2[CH:27]=[CH:26][C:25]([O:28][CH3:29])=[CH:24][CH:23]=2)[CH:20]=1. Procedure: A solution of N-chlorosuccinimide (2.92 g, 22 mmole) in 50 ml methylene chloride was added to a solution of 2,3-bis(4-methoxyphenyl)thiophene (5.92 g, 20 mmole) in 70 ml methylene chloride and 75 ml acetic acid. After 45 minutes at room temperature, the reaction mixture was heated at reflux for 18 hours. The cooled reaction mixture was then concentrated in vacuo. The reactants are C(CC1=CC=CC=C1)N (phenethylamine), ClC=1C2=C(N=C(N1)C1=CC=NC=C1)SC(=C2C)C (4-chloro-2-(pyridin-4-yl)-5,6-dimethyl-thieno-[2,3-d]-pyrimidine). Product: N1=CC=C(C=C1)C=1N=C(C2=C(N1)SC(=C2C)C)NCCC2=CC=CC=C2 (2-(pyridin-4-yl)-4-phenethylamino-5,6-dimethyl-thieno-[2,3-d]-pyrimidine). As a reaction SMILES: [CH2:1]([NH2:9])[CH2:2][C:3]1[CH:8]=[CH:7][CH:6]=[CH:5][CH:4]=1.Cl[C:11]1[C:12]2[C:25]([CH3:26])=[C:24]([CH3:27])[S:23][C:13]=2[N:14]=[C:15]([C:17]2[CH:22]=[CH:21][N:20]=[CH:19][CH:18]=2)[N:16]=1>>[N:20]1[CH:19]=[CH:18][C:17]([C:15]2[N:16]=[C:11]([NH:9][CH2:1][CH2:2][C:3]3[CH:8]=[CH:7][CH:6]=[CH:5][CH:4]=3)[C:12]3[C:25]([CH3:26])=[C:24]([CH3:27])[S:23][C:13]=3[N:14]=2)=[CH:22][CH:21]=1. Procedure details: With the procedure of Example 1, the reaction of phenethylamine with 4-chloro-2-(pyridin-4-yl)-5,6-dimethyl-thieno-[2,3-d]-pyrimidine yields 2-(pyridin-4-yl)-4-phenethylamino-5,6-dimethyl-thieno-[2,3-d]-pyrimidine. Reactants: COC(=O)C=1C(OC2=CC=CC(=C2C1O)OCC1=CC=CC=C1)=O (5-benzyloxy-4-hydroxy-2-oxo-2H-chromene-3-carboxylic acid methyl ester), NCC(=O)[O-].[Na+] (sodium glycinate). Solvent: COCCO (2-methoxyethanol). The product is C(C1=CC=CC=C1)OC1=C2C(=C(C(OC2=CC=C1)=O)C(=O)NCC(=O)O)O ([(5-Benzyloxy-4-hydroxy-2-oxo-2H-chromene-3-carbonyl)-amino]-acetic acid). Isolated yield 71.7%. As a reaction SMILES: CO[C:3]([C:5]1[C:6](=[O:24])[O:7][C:8]2[C:13]([C:14]=1[OH:15])=[C:12]([O:16][CH2:17][C:18]1[CH:23]=[CH:22][CH:21]=[CH:20][CH:19]=1)[CH:11]=[CH:10][CH:9]=2)=[O:4].[NH2:25][CH2:26][C:27]([O-:29])=[O:28].[Na+]>COCCO>[CH2:17]([O:16][C:12]1[CH:11]=[CH:10][CH:9]=[C:8]2[C:13]=1[C:14]([OH:15])=[C:5]([C:3]([NH:25][CH2:26][C:27]([OH:29])=[O:28])=[O:4])[C:6](=[O:24])[O:7]2)[C:18]1[CH:19]=[CH:20][CH:21]=[CH:22][CH:23]=1 |f:1.2|. Procedure details: A mixture of 5-benzyloxy-4-hydroxy-2-oxo-2H-chromene-3-carboxylic acid methyl ester (54 mg, 0.17 mmol) and sodium glycinate (241 mg, 2.48 mmol) in 2-methoxyethanol was refluxed for 18 h and then concentrated. Residue was dissolved in water (60 mL) and acidified using 1 N HCl to pH=3-4. Precipitate was collected, rinsed with water and dried in vacuo. Crude product was triturated with hexanes. Solid was collected and dried to provide the title compound (45 mg). MS ESI(+) m/e: 370.13 (M+1). The reactants are CN1CCN(CCCNc2ccc([N+](=O)[O-])cc2)CC1, CCO, NN, O, O. RXN SMILES: [CH3:1][N:2]1[CH2:3][CH2:4][N:5]([CH2:8][CH2:9][CH2:10][NH:11][c:12]2[cH:13][cH:14][c:15]([N+:18]([O-:19])=[O:20])[cH:16][cH:17]2)[CH2:6][CH2:7]1.[CH3:24][CH2:25][OH:26].[NH2:22][NH2:23].[OH2:21].[OH2:27]>>[CH3:1][N:2]1[CH2:3][CH2:4][N:5]([CH2:8][CH2:9][CH2:10][NH:11][c:12]2[cH:13][cH:14][c:15]([NH2:18])[cH:16][cH:17]2)[CH2:6][CH2:7]1. Product: CN1CCN(CCCNc2ccc(N)cc2)CC1. Starting materials: N1C(OC(C2=C1C=CC=C2)=O)=O (1H-benzo[d][1,3]oxazine-2,4-dione), C(C)(C)C1=CC=C(N)C=C1 (4-isopropylaniline). The solvent is CN(C)C=O (DMF). The product is NC1=C(C(=O)NC2=CC=C(C=C2)C(C)C)C=CC=C1 (2-amino-N-(4-isopropyl-phenyl)-benzamide). RXN SMILES: [NH:1]1[C:6]2[CH:7]=[CH:8][CH:9]=[CH:10][C:5]=2[C:4](=[O:11])OC1=O.[CH:13]([C:16]1[CH:22]=[CH:21][C:19]([NH2:20])=[CH:18][CH:17]=1)([CH3:15])[CH3:14]>CN(C=O)C>[NH2:1][C:6]1[CH:7]=[CH:8][CH:9]=[CH:10][C:5]=1[C:4]([NH:20][C:19]1[CH:21]=[CH:22][C:16]([CH:13]([CH3:15])[CH3:14])=[CH:17][CH:18]=1)=[O:11]. Procedure: A solution of 1H-benzo[d][1,3]oxazine-2,4-dione (2.0 g, 12.2 mmol) and 4-isopropylaniline (1.92 mL, 13.5 mmol) in anhydrous DMF (10 mL) was stirred at 115° C. for 6 hours under nitrogen. DMF was removed and the residue was mixed with water (100 mL) and dichloromethane (150 mL). The organic phase was separated and washed with brine (50 mL). The solvent was removed and the residue was washed with ether (50 mL) to give 2-amino-N-(4-isopropyl-phenyl)-benzamide as a solid. Yield: 0.80 g (25.8%). Reactants: BrC=1C(=C(C(=O)OCC)C(=CC1)CSC1=CC=CC=C1)OC (ethyl 3-bromo-6-(phenylthiomethyl)-2-methoxybenzoate), FC1=C(C=CC=C1)S (2-fluorothiophenol), BrC=1C(=C(C(=O)OC)C(=CC1)CBr)OC (methyl 3-bromo-6-bromomethyl-2-methoxybenzoate), BrC=1C(=C(C(=O)OC)C(=CC1)CBr)OC (methyl 3-bromo-6-bromomethyl-2-methoxybenzoate). The product is BrC=1C(=C(C(=O)OC)C(=CC1)CSC1=C(C=CC=C1)F)OC (Methyl 3-bromo-6-(2-fluorophenylthiomethyl)-2-methoxybenzoate). RXN SMILES: [Br:1][C:2]1[C:3]([O:21][CH3:22])=[C:4]([C:10]([CH2:13][S:14][C:15]2[CH:20]=[CH:19][CH:18]=[CH:17][CH:16]=2)=[CH:11][CH:12]=1)[C:5]([O:7][CH2:8]C)=[O:6].BrC1C(OC)=C(C(CBr)=CC=1)C(OC)=O.[F:38]C1C=CC=CC=1S>>[Br:1][C:2]1[C:3]([O:21][CH3:22])=[C:4]([C:10]([CH2:13][S:14][C:15]2[CH:20]=[CH:19][CH:18]=[CH:17][C:16]=2[F:38])=[CH:11][CH:12]=1)[C:5]([O:7][CH3:8])=[O:6]. Reported procedure: Prepared by proceeding in a similar manner to Intermediate 73, starting from methyl 3-bromo-6-bromommethyl-2-methoxybenzoate (Intermediate 89) and 2-fluorothiophenol. Reactants: ClC1=NC2=CC=CC=C2C=C1 (2-chloroquinoline), CN1C=CC2=CC(=CC=C12)B1OC(C(O1)(C)C)(C)C (1-methyl-5-(4,4,5,5-tetramethyl-1,3,2-dioxaborolan-2-yl)-1H-indole). The product is N1C=CC2=CC(=CC=C12)C1=NC2=CC=CC=C2C=C1 (2-(1H-indol-5-yl)quinoline), solid. Yield: 42.0%. As a reaction SMILES: Cl[C:2]1[CH:11]=[CH:10][C:9]2[C:4](=[CH:5][CH:6]=[CH:7][CH:8]=2)[N:3]=1.C[N:13]1[C:21]2[C:16](=[CH:17][C:18](B3OC(C)(C)C(C)(C)O3)=[CH:19][CH:20]=2)[CH:15]=[CH:14]1>>[NH:13]1[C:21]2[C:16](=[CH:17][C:18]([C:2]3[CH:11]=[CH:10][C:9]4[C:4](=[CH:5][CH:6]=[CH:7][CH:8]=4)[N:3]=3)=[CH:19][CH:20]=2)[CH:15]=[CH:14]1. Procedure: 2-(1H-indol-5-yl)quinoline was prepared using general procedure A from 2-chloroquinoline (32 mg, 0.2 mmol) and 1-methyl-5-(4,4,5,5-tetramethyl-1,3,2-dioxaborolan-2-yl)-1H-indole (51 mg, 0.2 mmol). The product was obtained as off-white solid (22 mg, 42%). MS (ESI): 245 (M+H+). The reactants are C[Si](C)(C)[N-][Si](C)(C)C, CI, CCOC(C)=O, CN(C)C=O, Cc1ccccc1-c1ccc([N+](=O)[O-])cc1NC(=O)C(C)(C)c1cc(C(F)(F)F)cc(C(F)(F)F)c1, [K+], C1CCOC1. The product is Cc1ccccc1-c1ccc([N+](=O)[O-])cc1N(C)C(=O)C(C)(C)c1cc(C(F)(F)F)cc(C(F)(F)F)c1. RXN SMILES: [CH3:37][Si:38]([CH3:39])([CH3:40])[N-:41][Si:42]([CH3:43])([CH3:44])[CH3:45].[CH3:47][I:48].[CH3:49][CH2:50][O:51][C:52](=[O:53])[CH3:54].[CH3:55][N:56]([CH3:57])[CH:58]=[O:59].[F:1][C:2]([c:3]1[cH:4][c:5]([C:13]([C:14](=[O:15])[NH:16][c:17]2[c:18](-[c:26]3[c:27]([CH3:32])[cH:28][cH:29][cH:30][cH:31]3)[cH:19][cH:20][c:21]([N+:23](=[O:24])[O-:25])[cH:22]2)([CH3:33])[CH3:34])[cH:6][c:7]([C:9]([F:10])([F:11])[F:12])[cH:8]1)([F:35])[F:36].[K+:46].[O:60]1[CH2:61][CH2:62][CH2:63][CH2:64]1>>[F:1][C:2]([c:3]1[cH:4][c:5]([C:13]([C:14](=[O:15])[N:16]([c:17]2[c:18](-[c:26]3[c:27]([CH3:32])[cH:28][cH:29][cH:30][cH:31]3)[cH:19][cH:20][c:21]([N+:23](=[O:24])[O-:25])[cH:22]2)[CH3:37])([CH3:33])[CH3:34])[cH:6][c:7]([C:9]([F:10])([F:11])[F:12])[cH:8]1)([F:35])[F:36].